From a dataset of the Open Reaction Database (ORD), a public repository of structured organic reaction records. describe an organic reaction: reactants, conditions, products, and yield Run at time 18 hour. Run in CO (methanol). The reactants are COC(COC1=CC(=CC=C1)[N+](=O)[O-])=O (3-nitrophenoxyacetic acid methyl ester). Procedure: Add 1.3 g of palladium on activated carbon (10%) to 13 g (61.6 mmol) of 3-nitrophenoxyacetic acid methyl ester in 150 ml of methanol under argon. Stir the mixture at RT under a hydrogen atmosphere (standard pressure) for 18 h. Filter the catalyst off through kieselguhr and concentrate the filtrate under reduced pressure. After drying under high vacuum, 10.7 g (95.9% of theory) of the target compound are obtained. The reagents and catalysts are [Pd] (palladium on activated carbon). As a reaction SMILES: [CH3:1][O:2][C:3](=[O:15])[CH2:4][O:5][C:6]1[CH:11]=[CH:10][CH:9]=[C:8]([N+:12]([O-])=O)[CH:7]=1>[Pd].CO>[CH3:1][O:2][C:3](=[O:15])[CH2:4][O:5][C:6]1[CH:11]=[CH:10][CH:9]=[C:8]([NH2:12])[CH:7]=1. Product: COC(COC1=CC(=CC=C1)N)=O (3-Aminophenoxyacetic acid methyl ester). The reactants are FC1=C(C=CC=C1F)[C@@]12N=C(SC[C@@H]1[C@H](OC2)CO)NC(C2=CC=CC=C2)=O (N-((4aS,5S,7aS)-7a-(2,3-difluorophenyl)-5-(hydroxymethyl)-4a,5,7,7a-tetrahydro-4H-furo[3,4-d][1,3]thiazin-2-yl)benzamide), CC(=O)OI1(C2=CC=CC=C2C(=O)O1)(OC(=O)C)OC(=O)C (1,1,1-Tris(acetyloxy)-1,1-dihydro-1,2-benziodoxol-3(1H)-one), C(=O)(O)[O-].[Na+] (NaHCO3). Solvent: C(Cl)Cl (DCM). Conditions: temperature 0 celsius, time 2 hour. The product is FC1=C(C=CC=C1F)[C@@]12N=C(SC[C@@H]1[C@H](OC2)C=O)NC(C2=CC=CC=C2)=O (N-((4aS,5S,7aS)-7a-(2,3-difluorophenyl)-5-formyl-4a,5,7,7a-tetrahydro-4H-furo[3,4-d][1,3]thiazin-2-yl)benzamide). Reaction SMILES: [F:1][C:2]1[C:7]([F:8])=[CH:6][CH:5]=[CH:4][C:3]=1[C@:9]12[CH2:17][O:16][C@H:15]([CH2:18][OH:19])[C@H:14]1[CH2:13][S:12][C:11]([NH:20][C:21](=[O:28])[C:22]1[CH:27]=[CH:26][CH:25]=[CH:24][CH:23]=1)=[N:10]2.CC(OI1(OC(C)=O)(OC(C)=O)OC(=O)C2C1=CC=CC=2)=O.C([O-])(O)=O.[Na+]>C(Cl)Cl>[F:1][C:2]1[C:7]([F:8])=[CH:6][CH:5]=[CH:4][C:3]=1[C@:9]12[CH2:17][O:16][C@H:15]([CH:18]=[O:19])[C@H:14]1[CH2:13][S:12][C:11]([NH:20][C:21](=[O:28])[C:22]1[CH:23]=[CH:24][CH:25]=[CH:26][CH:27]=1)=[N:10]2 |f:2.3|. Procedure details: N-((4aS,5S,7aS)-7a-(2,3-difluorophenyl)-5-(hydroxymethyl)-4a,5,7,7a-tetrahydro-4H-furo[3,4-d][1,3]thiazin-2-yl)benzamide, obtained in preparation example 1-(6), (4.20 g) was dissolved in DCM (60 mL) and the solution was cooled to 0° C. 1,1,1-Tris(acetyloxy)-1,1-dihydro-1,2-benziodoxol-3(1H)-one (5.50 g) was added portionwise over 10 min, and the reaction mixture was allowed to warm to RT. After stirring for 2 h, NaHCO3 (sat., aq., 100 mL) was added, and the mixture was extracted with DCM (3×150 ... Starting materials: CC1=CC=C(C=C1)S(=O)(=O)OCC1COC2=C(O1)C=C(C=C2)S(=O)(=O)C ([7-(methylsulfonyl)-2,3-dihydro-1,4-benzodioxin-2-yl]methyl 4-methylbenzenesulfonate), C(CC)N (propan-1-amine). Solvent: C(C)#N (ACN). Conditions: temperature 120 celsius. Product: CS(=O)(=O)C=1C=CC2=C(OC(CO2)CNCCC)C1 (N-{[7-(METHYLSULFONYL)-2,3-DIHYDRO-1,4-BENZODIOXIN-2-YL]METHYL}-PROPAN-1-AMINE). Reaction SMILES: CC1C=CC(S(O[CH2:12][CH:13]2[O:18][C:17]3[CH:19]=[C:20]([S:23]([CH3:26])(=[O:25])=[O:24])[CH:21]=[CH:22][C:16]=3[O:15][CH2:14]2)(=O)=O)=CC=1.[CH2:27]([NH2:30])[CH2:28][CH3:29]>C(#N)C>[CH3:26][S:23]([C:20]1[CH:21]=[CH:22][C:16]2[O:15][CH2:14][CH:13]([CH2:12][NH:30][CH2:27][CH2:28][CH3:29])[O:18][C:17]=2[CH:19]=1)(=[O:24])=[O:25]. Procedure: A mixture of [7-(methylsulfonyl)-2,3-dihydro-1,4-benzodioxin-2-yl]methyl 4-methylbenzenesulfonate (0.4 g, 0.90 mmol), propan-1-amine (1 ml) and ACN (3 ml) was heated under microwave radiation at 120° C. for 30 min. Purification on SCX-3 column (TEA/MeOH) and on a small silica plug (DCM/MeOH). Yield: 0.2 g, 90%. The amine was converted to the hydrochloric acid salt and crystallized from MeOH/Et2O. M.p. 223° C. MS m/z (rel. intensity, 70 eV) 285 (M+, 5), 256 (4), 207 (5), 73 (5), 72 (bp). Starting materials: ClC1=CC=C(CN=C=O)C=C1 (4-chlorobenzylisocyanate), ClC1=CC=C(CN2CCNCC2)C=C1 (1-(4-chlorobenzyl)piperazine), resultant mixture. Procedure details: To a solution of 4-chlorobenzylisocyanate (0.59 g, 3.5 mmol) in anhydrous THF (15 mL) at 0° C. was added 1-(4-chlorobenzyl)piperazine (0.74 g, 3.5 mmol). The resultant mixture was stirred at ambient temperature. After 20 hours the mixture was concentrated of volatiles. The resulting solid was washed with ethyl acetate and dried in vacuo to afford 0.72 g of 1-(((4-chlorobenzyl)amino)carbonyl)-4-(4-chlorobenzyl)piperazine as a white solid; NMR (CDCl3) 7.4 (m, 4), 7.3 (m, 2), 7.2 (m, 2), 4.4-4.1 (m... Reaction SMILES: [Cl:1][C:2]1[CH:11]=[CH:10][C:5]([CH2:6][N:7]=[C:8]=[O:9])=[CH:4][CH:3]=1.[Cl:12][C:13]1[CH:25]=[CH:24][C:16]([CH2:17][N:18]2[CH2:23][CH2:22][NH:21][CH2:20][CH2:19]2)=[CH:15][CH:14]=1>C1COCC1>[Cl:1][C:2]1[CH:3]=[CH:4][C:5]([CH2:6][NH:7][C:8]([N:21]2[CH2:20][CH2:19][N:18]([CH2:17][C:16]3[CH:24]=[CH:25][C:13]([Cl:12])=[CH:14][CH:15]=3)[CH2:23][CH2:22]2)=[O:9])=[CH:10][CH:11]=1. The yield is 54.4%. Yields the product ClC1=CC=C(CNC(=O)N2CCN(CC2)CC2=CC=C(C=C2)Cl)C=C1 (1-(((4-chlorobenzyl)amino)carbonyl)-4-(4-chlorobenzyl)piperazine). Solvent: C1CCOC1 (THF). Reaction SMILES: [OH:1][C:2]([CH3:18])([CH3:17])[CH2:3][O:4][C:5]1[CH:6]=[CH:7][C:8]([N+:14]([O-])=O)=[C:9]([CH:13]=1)[C:10]([OH:12])=[O:11]>C(O)C.[Pd]>[NH2:14][C:8]1[CH:7]=[CH:6][C:5]([O:4][CH2:3][C:2]([OH:1])([CH3:17])[CH3:18])=[CH:13][C:9]=1[C:10]([OH:12])=[O:11]. Solvent: C(C)O (ethanol). Reactants: OC(COC=1C=CC(=C(C(=O)O)C1)[N+](=O)[O-])(C)C (5-(2-hydroxy-2-methylpropoxy)-2-nitrobenzoic acid). The reagents and catalysts are [Pd] (Pd/C). The yield is 99.3%. Reported procedure: A solution of 5-(2-hydroxy-2-methylpropoxy)-2-nitrobenzoic acid (0.145 g, 568 μmol) in ethanol (5 ml) was hydrogenated at normal pressure in the presence of 20 mg Pd/C 10% at r.t overnight. The catalyst was filtered and washed with EtOH. The filtrate was concentrated to give the title compound (127 mg, 99%) as grayish foam. Product: NC1=C(C(=O)O)C=C(C=C1)OCC(C)(C)O (2-Amino-5-(2-hydroxy-2-methylpropoxy)benzoic acid). The reactants are OCC=1N(C(=C(N1)C(C)C)SC1=CC(=CC(=C1)Cl)Cl)CC (2-hydroxymethyl-5-(3,5-dichlorophenylthio)-4-isopropyl-1-ethyl-1H-imidazole), C(N)([O-])=O (carbamate), C(CCCCCCCCCCCCCCC)(=O)N=C=O (palmitoyl isocyanate). Product: C(CCCCCCCCCCCCCCC)(=O)NC(OCC=1N(C(=C(N1)C(C)C)SC1=CC(=CC(=C1)Cl)Cl)CC)=O (5-(3,5-Dichlorophenylthio)-1-ethyl-4-isopropyl-1H-imidazol-2-ylmethyl palmitoylcarbamate). Isolated yield 57.0%. RXN SMILES: [OH:1][CH2:2][C:3]1[N:4]([CH2:20][CH3:21])[C:5]([S:11][C:12]2[CH:17]=[C:16]([Cl:18])[CH:15]=[C:14]([Cl:19])[CH:13]=2)=[C:6]([CH:8]([CH3:10])[CH3:9])[N:7]=1.C(=O)([O-])N.[C:26]([N:43]=[C:44]=[O:45])(=[O:42])[CH2:27][CH2:28][CH2:29][CH2:30][CH2:31][CH2:32][CH2:33][CH2:34][CH2:35][CH2:36][CH2:37][CH2:38][CH2:39][CH2:40][CH3:41]>>[C:26]([NH:43][C:44](=[O:45])[O:1][CH2:2][C:3]1[N:4]([CH2:20][CH3:21])[C:5]([S:11][C:12]2[CH:17]=[C:16]([Cl:18])[CH:15]=[C:14]([Cl:19])[CH:13]=2)=[C:6]([CH:8]([CH3:9])[CH3:10])[N:7]=1)(=[O:42])[CH2:27][CH2:28][CH2:29][CH2:30][CH2:31][CH2:32][CH2:33][CH2:34][CH2:35][CH2:36][CH2:37][CH2:38][CH2:39][CH2:40][CH3:41]. Reported procedure: The compound 19 (250 mg, 0.725 mmol) was converted to the carbamate with palmitoyl isocyanate (5 eq.) in the same manner as the example 66 to give the compound 85 (259 mg, 57%). Mp. 95-97° C. Rf 0.33 (1:2 EtOAc - hexane). The reactants are Cl.NC1=C(SC(=C1)Cl)S(=O)(=O)N (3-amino-5-chlorothiophene-2-sulfonamide hydrochloride), CC(C1=CC=CC=C1)N=C=S (D-α-methylbenzyl isothiocyanate). As a reaction SMILES: Cl.[NH2:2][C:3]1[CH:7]=[C:6]([Cl:8])[S:5][C:4]=1[S:9]([NH2:12])(=[O:11])=[O:10].[CH3:13][CH:14]([N:21]=[C:22]=[S:23])[C:15]1[CH:20]=[CH:19][CH:18]=[CH:17][CH:16]=1>>[NH2:2][C:3]1[CH:7]=[C:6]([Cl:8])[S:5][C:4]=1[S:9]([NH:12][C:22]([NH:21][C@@H:14]([C:15]1[CH:20]=[CH:19][CH:18]=[CH:17][CH:16]=1)[CH3:13])=[S:23])(=[O:10])=[O:11] |f:0.1|. Reported procedure: The title compound was prepared from 3-amino-5-chlorothiophene-2-sulfonamide hydrochloride and D-α-methylbenzyl isothiocyanate by a procedure analogous to the procedure described in example 3-a (yield 96% impure product); 1H-NMR (DMSO-d6): δ1.46 (d, 3H, CH3), 5.36 (quint, 1H, CH), 6.45 (br s, 2H, NH2), 6.64 (s, 1H, H-4), 7.2-7.4 (m, 5H, ArH), 8.53 (br d, 1H, NH), 11.3 (br s, 1H). The product is NC1=C(SC(=C1)Cl)S(=O)(=O)NC(=S)N[C@H](C)C1=CC=CC=C1 ((R)-N-(3-Amino-5-chloro-2-thienylsulfonyl)-N′-(1-phenylethyl)thiourea), impure product. Yield: 96.0%. Reactants: CC#N, CC(C)NC(C)(c1ccc(Cl)cc1)C(CCCO)c1cccc(Cl)c1, [O-][I+3]([O-])([O-])O, [Na+], [Na+], O=[Cr](=O)=O, O, O=P([O-])([O-])O. Product: CC(C)NC(C)(c1ccc(Cl)cc1)C(CCC(=O)O)c1cccc(Cl)c1. As a reaction SMILES: [CH3:42][C:43]#[N:44].[Cl:1][c:2]1[cH:3][c:4]([CH:8]([CH2:9][CH2:10][CH2:11][OH:12])[C:13]([CH3:14])([NH:15][CH:16]([CH3:17])[CH3:18])[c:19]2[cH:20][cH:21][c:22]([Cl:25])[cH:23][cH:24]2)[cH:5][cH:6][cH:7]1.[I+3:26]([O-:27])([OH:28])([O-:29])[O-:30].[Na+:40].[Na+:41].[O:31]=[Cr:32](=[O:33])=[O:34].[OH2:45].[P:35]([O-:36])([O-:37])([OH:38])=[O:39]>>[Cl:1][c:2]1[cH:3][c:4]([CH:8]([CH2:9][CH2:10][C:11](=[O:12])[OH:27])[C:13]([CH3:14])([NH:15][CH:16]([CH3:17])[CH3:18])[c:19]2[cH:20][cH:21][c:22]([Cl:25])[cH:23][cH:24]2)[cH:5][cH:6][cH:7]1. Isolated yield 31.8%. Reaction SMILES: N([O-])=O.[Na+].N[C:6]1[CH:11]=[CH:10][C:9]([CH:12]([C:18]2[NH:19][CH:20]=[CH:21][N:22]=2)[CH2:13][CH2:14][N:15]([CH3:17])[CH3:16])=[CH:8][CH:7]=1.[C-:23]#[N:24].[Na+]>O.Cl>[CH3:16][N:15]([CH2:14][CH2:13][CH:12]([C:9]1[CH:10]=[CH:11][C:6]([C:23]#[N:24])=[CH:7][CH:8]=1)[C:18]1[NH:19][CH:20]=[CH:21][N:22]=1)[CH3:17] |f:0.1,3.4|. Run at time 30 minute. Starting materials: N(=O)[O-].[Na+] (sodium nitrite), NC1=CC=C(C=C1)C(CCN(C)C)C=1NC=CN1 (3-(4-aminophenyl)-N,N-dimethyl-3-(imidazol-2-yl) propanamine), [C-]#N.[Na+] (sodium cyanide), cuprous cyanide. Product: CN(C)CCC(C=1NC=CN1)C1=CC=C(C#N)C=C1 (4-[3-(N,N-Dimethylamino)-1-(imidazol-2-yl)propyl]benzonitrile). The solvent is O (water), Cl (hydrochloric acid), O (water). Procedure: A solution of sodium nitrite (0.3 g) in water (5 ml) was added dropwise to a stirred solution of 3-(4-aminophenyl)-N,N-dimethyl-3-(imidazol-2-yl) propanamine (1.0 g) in 2 N hydrochloric acid (6 ml) and water (6 ml), keeping the temperature at 3°-5°. After stirring for 30 min. the dark red solution was adjusted to pH 7-8 and treated with sodium cyanide (0.2 g) and cuprous cyanide (0.4 g) and heated on a steam bath for 3 h. The mixture was then adjusted to pH 11-12 and extracted with ethyl acetate...